This data is from the Open Reaction Database (ORD), a public repository of structured organic reaction records. The task is: describe an organic reaction: reactants, conditions, products, and yield Starting materials: CSc1ccc(N)cc1, N#Cc1ccc(C(F)(F)F)cc1. Yields the product CSc1ccc(NC(=N)c2ccc(C(F)(F)F)cc2)cc1. Reaction SMILES: [CH3:13][S:14][c:15]1[cH:16][cH:17][c:18]([NH2:19])[cH:20][cH:21]1.[F:1][C:2]([c:3]1[cH:4][cH:5][c:6]([C:7]#[N:8])[cH:9][cH:10]1)([F:11])[F:12]>>[F:1][C:2]([c:3]1[cH:4][cH:5][c:6]([C:7](=[NH:8])[NH:19][c:18]2[cH:17][cH:16][c:15]([S:14][CH3:13])[cH:21][cH:20]2)[cH:9][cH:10]1)([F:11])[F:12]. The reactants are C(C1=CC=CC=C1)NC1CC(C2=C(CC1)C=CC(=C2)[N+](=O)[O-])O (7-benzylamino-3-nitro-6,7,8,9-tetrahydro-5H-benzocyclohepten-5-ol), S([O-])(O)(=O)=O.[K+] (potassium bisulfate), O (water), N (ammonia). The solvent is ClCCl (dichloromethane). Run at temperature 210 celsius. Yields the product C(C1=CC=CC=C1)NC1CCC2=C(C=C1)C=C(C=C2)[N+](=O)[O-] (N-benzyl-6,7-dihydro-2-nitro-5H-benzocyclohepten-7-amine). The yield is 50.7%. As a reaction SMILES: [CH2:1]([NH:8][CH:9]1[CH2:15][CH2:14][C:13]2[CH:16]=[CH:17][C:18]([N+:20]([O-:22])=[O:21])=[CH:19][C:12]=2[CH:11](O)[CH2:10]1)[C:2]1[CH:7]=[CH:6][CH:5]=[CH:4][CH:3]=1.S(=O)(=O)(O)[O-].[K+].O.N>ClCCl>[CH2:1]([NH:8][CH:9]1[CH:10]=[CH:11][C:12]2[CH:19]=[C:18]([N+:20]([O-:22])=[O:21])[CH:17]=[CH:16][C:13]=2[CH2:14][CH2:15]1)[C:2]1[CH:7]=[CH:6][CH:5]=[CH:4][CH:3]=1 |f:1.2|. Procedure: A mixture of 7-benzylamino-3-nitro-6,7,8,9-tetrahydro-5H-benzocyclohepten-5-ol (6.51 g) and potassium bisulfate (13.0 g) was heated at 210° C. for 20 minutes and suspended in a mixture of dichloromethane (150 ml), water (100 ml), and 28% ammonia solution. The suspension was filtered. The dichloromethane layer was separated, dried over magnesium sulfate, evaporated in vacuo, and chromatographed over silica gel using dichloromethane-methanol as an eluent. The first eluate afforded N-benzyl-6,7-dih...